This data is from the Open Reaction Database (ORD), a public repository of structured organic reaction records. The task is: describe an organic reaction: reactants, conditions, products, and yield The reactants are CCO, CCOC(=O)C1CC1C(=O)OCC, Cl, [Na+], [OH-]. Yields the product CCOC(=O)C1CC1C(=O)O. RXN SMILES: [CH3:17][CH2:18][OH:19].[CH:1]1([C:9](=[O:10])[O:11][CH2:12][CH3:13])[CH:2]([C:4](=[O:5])[O:6][CH2:7][CH3:8])[CH2:3]1.[ClH:16].[Na+:15].[OH-:14]>>[CH:1]1([C:9](=[O:10])[OH:11])[CH:2]([C:4](=[O:5])[O:6][CH2:7][CH3:8])[CH2:3]1.